Dataset: the Open Reaction Database (ORD), a public repository of structured organic reaction records. Task: describe an organic reaction: reactants, conditions, products, and yield Starting materials: C=1C=CC2=C(C1)N=NN2O (HOBT), CCN=C=NCCCN(C)C (WSC), Cl.CNC (dimethylamine hydrochloride), crude acid, [OH-].[Na+] (NaOH), [Cl-].[NH4+] (ammonium chloride), COC(C1=CC=C(C=C1)C(=O)N1CC2=C(N=C(N(C2=O)CCC#C)N[C@@H](C)C2=CC=C(C=C2)C(F)(F)F)CC1)=O (4-{3-(3-Butynyl)-4-oxo-2-[(S)-1-(4-trifluoromethylphenyl)ethylamino]-3,5,7,8-tetrahydro-4H-pyrido[4,3-d]pyrimidine-6-carbonyl}benzoic acid methyl ester). Run in C(C)N(CC)CC (triethylamine), C(Cl)Cl (methylene chloride), CO (MeOH). Run at time 20 hour. Yields the product C(CC#C)N1C(=NC2=C(C1=O)CN(CC2)C(=O)C2=CC=C(C(=O)N(C)C)C=C2)N[C@@H](C)C2=CC=C(C=C2)C(F)(F)F (4-{3-(3-butynyl)-4-oxo-2-[(S)-1-(4-trifluoromethylphenyl)ethylamino]-3,5,7,8-tetrahydro-4H-pyrido[4,3-d]pyrimidine-6-carbonyl}-N,N-dimethylbenzamide). The yield is 65.1%. RXN SMILES: CO[C:3](=[O:40])[C:4]1[CH:9]=[CH:8][C:7]([C:10]([N:12]2[CH2:39][CH2:38][C:15]3[N:16]=[C:17]([NH:25][C@H:26]([C:28]4[CH:33]=[CH:32][C:31]([C:34]([F:37])([F:36])[F:35])=[CH:30][CH:29]=4)[CH3:27])[N:18]([CH2:21][CH2:22][C:23]#[CH:24])[C:19](=[O:20])[C:14]=3[CH2:13]2)=[O:11])=[CH:6][CH:5]=1.[OH-].[Na+].[Cl-].[NH4+].C1C=CC2N(O)N=NC=2C=1.C[CH2:56][N:57]=[C:58]=NCCCN(C)C.Cl.CNC>CO.C(Cl)Cl.C(N(CC)CC)C>[CH2:21]([N:18]1[C:19](=[O:20])[C:14]2[CH2:13][N:12]([C:10]([C:7]3[CH:8]=[CH:9][C:4]([C:3]([N:57]([CH3:58])[CH3:56])=[O:40])=[CH:5][CH:6]=3)=[O:11])[CH2:39][CH2:38][C:15]=2[N:16]=[C:17]1[NH:25][C@H:26]([C:28]1[CH:33]=[CH:32][C:31]([C:34]([F:36])([F:35])[F:37])=[CH:30][CH:29]=1)[CH3:27])[CH2:22][C:23]#[CH:24] |f:1.2,3.4,7.8|. Reported procedure: 4-{3-(3-Butynyl)-4-oxo-2-[(S)-1-(4-trifluoromethylphenyl)ethylamino]-3,5,7,8-tetrahydro-4H-pyrido[4,3-d]pyrimidine-6-carbonyl}benzoic acid methyl ester (360 mg) was dissolved in MeOH (6 ml), and 5N NaOH solution (0.65 ml) was added. The reaction mixture was stirred at room temperature for 20 hr. The reaction mixture was acidified with aqueous ammonium chloride. The mixture was extracted with methylene chloride and ethyl acetate successively, and the organic layer was dried over sodium sulfate. T...